Dataset: the Open Reaction Database (ORD), a public repository of structured organic reaction records. Task: describe an organic reaction: reactants, conditions, products, and yield Reported procedure: (S)-2-(4′,5′-dimethoxyphenyl)-4-thiazoline-4-carboxylic acid (1) and (S)-2-(4′,5′-dimethoxyphenyl)-4-methylthiazoline-4-carboxylic acid (2) (also referred to as (S)-4′,5′-dimethoxydesazadesmethyldesferrithiocin and (S)-4′,5′-dimethoxydesazadesferrithiocin, respectively) were prepared starting with 2-benzyloxy-4,5-dimethoxybenzaldehyde (6), which was converted to the corresponding oxime by reacting 6 with hydroxylamine hydrochloride and triethylamine in acetonitrile at about 50° C. for about 18 h... The solvent is CO (methanol). The reactants are COC1=CC(=C(C#N)C=C1OC)O (4,5-dimethoxy-2-hydroxybenzonitrile), N[C@H](CS)C(=O)O (D-cysteine), D-alpha-methylcysteine, C([O-])(O)=O.[Na+] (sodium bicarbonate). Reaction SMILES: [CH3:1][O:2][C:3]1[C:10]([O:11][CH3:12])=[CH:9][C:6]([C:7]#[N:8])=[C:5](O)[CH:4]=1.N[C@@H:15]([C:18]([OH:20])=[O:19])[CH2:16][SH:17].C(=O)(O)[O-].[Na+]>CO>[CH3:1][O:2][C:3]1[C:10]([O:11][CH3:12])=[CH:9][C:6]([C@H:7]2[NH:8][C:15]([C:18]([OH:20])=[O:19])=[CH:16][S:17]2)=[CH:5][CH:4]=1 |f:2.3|. The product is COC1=CC=C(C=C1OC)[C@@H]1SC=C(N1)C(=O)O ((S)-2-(4′,5′-dimethoxyphenyl)-4-thiazoline-4-carboxylic acid). Reactants: C(#N)C[C@H](CC(=O)O)O ((R)-4-cyano-3-hydroxybutyric acid), S(O)(O)(=O)=O (sulfuric acid), C([O-])([O-])=O.[Na+].[Na+] (sodium carbonate). Solvent: CO (methanol). The product is COC(C[C@@H](CC#N)O)=O ((R)-4-cyano-3-hydroxybutyric acid methyl ester). The yield is 91.0%. RXN SMILES: [C:1]([CH2:3][C@@H:4]([OH:9])[CH2:5][C:6]([OH:8])=[O:7])#[N:2].S(=O)(=O)(O)O.[C:15](=O)([O-])[O-].[Na+].[Na+]>CO>[CH3:15][O:7][C:6](=[O:8])[CH2:5][C@H:4]([OH:9])[CH2:3][C:1]#[N:2] |f:2.3.4|. Procedure: (R)-4-cyano-3-hydroxybutyric acid (1.0 mol) in methanol (500 ml) and conc. sulfuric acid (5 g) were refluxed for 5 hours. The reaction mixture was neutralized with sodium carbonate and filtered. The filtrate was concentrated in vacuo to afford (R)-4-cyano-3-hydroxybutyric acid methyl ester (130 g, 91%). Reaction SMILES: [Br:14][N:15]1[C:16](=[O:17])[CH2:18][CH2:19][C:20]1=[O:21].[CH3:1][c:2]1[cH:3][cH:4][c:5]([C:12]#[N:13])[c:6]2[cH:7][cH:8][cH:9][cH:10][c:11]12.[Cl:22][C:23]([Cl:24])([Cl:25])[Cl:26]>>[CH2:1]([c:2]1[cH:3][cH:4][c:5]([C:12]#[N:13])[c:6]2[cH:7][cH:8][cH:9][cH:10][c:11]12)[Br:14]. Reactants: O=C1CCC(=O)N1Br, Cc1ccc(C#N)c2ccccc12, ClC(Cl)(Cl)Cl. The product is N#Cc1ccc(CBr)c2ccccc12. Starting materials: P(Cl)(Cl)Cl (phosphorus trichloride), C(C)#N (acetonitrile), C(C)#N (acetonitrile), NC1=CC=C(C=C1)C1=NC=NN1C1=CC=C(C=C1)F (5-(p-aminophenyl)-1-(p-fluorophenyl)-1H-1,2,4-triazole), C(#N)CC(=O)O (cyanoacetic acid). Run in C(C)N(CC)CC (triethylamine). Run at temperature 5 celsius, time 2.5 hour. Product: C(#N)CC(=O)NC1=CC=C(C=C1)C1=NN=CN1C1=CC=C(C=C1)F (2-Cyano-4'-[1-(p-fluorophenyl)-1H-1,3,4-triazol-5-yl]acetanilide). RXN SMILES: P(Cl)(Cl)Cl.[NH2:5][C:6]1[CH:11]=[CH:10][C:9]([C:12]2[N:16]([C:17]3[CH:22]=[CH:21][C:20]([F:23])=[CH:19][CH:18]=3)N=C[N:13]=2)=[CH:8][CH:7]=1.[C:24]([CH2:26][C:27]([OH:29])=O)#[N:25].[C:30](#[N:32])C>C(N(CC)CC)C>[C:24]([CH2:26][C:27]([NH:5][C:6]1[CH:7]=[CH:8][C:9]([C:12]2[N:16]([C:17]3[CH:18]=[CH:19][C:20]([F:23])=[CH:21][CH:22]=3)[CH:30]=[N:32][N:13]=2)=[CH:10][CH:11]=1)=[O:29])#[N:25]. Procedure details: A solution of 3.5 ml. of phosphorus trichloride in 25 ml. of acetonitrile is added dropwise to a stirred suspension of 19.0 g. of 5-(p-aminophenyl)-1-(p-fluorophenyl)-1H-1,2,4-triazole in a mixture of 15.6 ml. of triethylamine, 6.35 g. of cyanoacetic acid and 200 ml. of acetonitrile at room temperature over a period of one hour. The mixture is heated to boiling, giving a clear solution and kept at 90° C. for 2.5 hours. The suspension is filtered hot through diatomaceous earth. The filtrate is he...